Dataset: the Open Reaction Database (ORD), a public repository of structured organic reaction records. Task: describe an organic reaction: reactants, conditions, products, and yield Starting materials: C(=O)(N1C=NC=C1)N1C=NC=C1 (1,1′-Carbonyl-diimidazol), C1(=CC=CC=C1)OC(=O)N1CC(C2=CC=C(C=C12)N)(C)C (6-amino-3,3-dimethyl-2,3-dihydro-indole-1-carboxylic acid phenyl ester), NC1=CC=C(OC2=NC(=NC=C2)NCCCO)C=C1 (3-[4-(4-Amino-phenoxy)-pyrimidin-2-ylamino]-propan-1-ol). Solvent: C1CCOC1 (THF), C1CCOC1 (THF). Reaction conditions: time 12 hour. Yields the product C1(=CC=CC=C1)OC(=O)N1CC(C2=CC=C(C=C12)NC(=O)NC1=CC=C(C=C1)OC1=NC(=NC=C1)NCCCO)(C)C (6-(3-{4-[2-(3-Hydroxy-propylamino)-pyrimidin-4-yloxy]-phenyl}-ureido)-3,3-dimethyl-2,3-dihydro-indole-1-carboxylic acid phenyl ester). Reaction SMILES: [C:1]([N:8]1[CH:12]=[CH:11]N=C1)([N:3]1[CH:7]=[CH:6]N=C1)=[O:2].[C:13]1([O:19][C:20]([N:22]2[C:30]3[C:25](=[CH:26][CH:27]=C(N)C=3)[C:24]([CH3:33])([CH3:32])[CH2:23]2)=[O:21])[CH:18]=[CH:17][CH:16]=[CH:15][CH:14]=1.NC1C=[CH:51][C:38]([O:39][C:40]2[CH:45]=[CH:44][N:43]=[C:42]([NH:46][CH2:47][CH2:48][CH2:49][OH:50])[N:41]=2)=[CH:37][CH:36]=1>C1COCC1>[C:13]1([O:19][C:20]([N:22]2[C:30]3[C:25](=[CH:26][CH:27]=[C:12]([NH:8][C:1]([NH:3][C:7]4[CH:6]=[CH:51][C:38]([O:39][C:40]5[CH:45]=[CH:44][N:43]=[C:42]([NH:46][CH2:47][CH2:48][CH2:49][OH:50])[N:41]=5)=[CH:37][CH:36]=4)=[O:2])[CH:11]=3)[C:24]([CH3:32])([CH3:33])[CH2:23]2)=[O:21])[CH:14]=[CH:15][CH:16]=[CH:17][CH:18]=1. Procedure: 278 mg (1.71 mmol) 1,1′-Carbonyl-diimidazol (CDI) were given to a solution of 484 mg (1.63 mmol) 6-amino-3,3-dimethyl-2,3-dihydro-indole-1-carboxylic acid phenyl ester in 10 ml THF. A solution of 425 mg (1.63 mmol) 3-[4-(4-Amino-phenoxy)-pyrimidin-2-ylamino]-propan-1-ol in 10 ml THF was added within 15 min. and the mixture stirred for 12 h at r.t. The reaction mixture was evaporated and the residue was purified by chromatography on silica gel (dichloromethane/methanol 95:5). The obtained materia...